This data is from the Open Reaction Database (ORD), a public repository of structured organic reaction records. The task is: describe an organic reaction: reactants, conditions, products, and yield Starting materials: C1=CN(C=N1)C(=O)N2C=CN=C2 (CDI), FC(C1=CC=C(C=N1)/C=C/C(=O)O)(F)F ((E)-3-(6-(trifluoromethyl)pyridin-3-yl)acrylic acid), C=1C=CC2=C(C1)N=NN2O (HOBt), Br.ClC1=C2CCNCC2=C(C(=C1O)O)Cl (5,8-dichloro-1,2,3,4-tetrahydroisoquinoline-6,7-diol hydro bromide). Run in CCOC(=O)C (EtOAc), O (water). Conditions: time 3 hour. Product: ClC1=C2CCN(CC2=C(C(=C1O)O)Cl)C(\C=C\C=1C=NC(=CC1)C(F)(F)F)=O ((E)-1-(5,8-dichloro-6,7-dihydroxy-3,4-dihydroisoquinolin-2(1H)-yl)-3-(6-(trifluoromethyl)pyridin-3-yl)prop-2-en-1-one). The yield is 54.3%. RXN SMILES: C1N=CN(C(N2C=NC=C2)=O)C=1.[F:13][C:14]([F:27])([F:26])[C:15]1[N:20]=[CH:19][C:18](/[CH:21]=[CH:22]/[C:23]([OH:25])=O)=[CH:17][CH:16]=1.C1C=CC2N(O)N=NC=2C=1.Br.[Cl:39][C:40]1[C:49]([OH:50])=[C:48]([OH:51])[C:47]([Cl:52])=[C:46]2[C:41]=1[CH2:42][CH2:43][NH:44][CH2:45]2>CCOC(C)=O.O>[Cl:39][C:40]1[C:49]([OH:50])=[C:48]([OH:51])[C:47]([Cl:52])=[C:46]2[C:41]=1[CH2:42][CH2:43][N:44]([C:23](=[O:25])/[CH:22]=[CH:21]/[C:18]1[CH:19]=[N:20][C:15]([C:14]([F:13])([F:27])[F:26])=[CH:16][CH:17]=1)[CH2:45]2 |f:3.4|. Procedure: To a solution of CDI (83 mg, 0.51 mmol) in EtOAc (2 mL) was added (E)-3-(6-(trifluoromethyl)pyridin-3-yl)acrylic acid (100 mg, 0.46 mmol). The resulting mixture was heated at reflux for 1 h after which HOBt (35 mg, 0.23 mmol) and 5,8-dichloro-1,2,3,4-tetrahydroisoquinoline-6,7-diol hydro bromide (145 mg, 0.46 mmol) were added. Heating at reflux was continued for 3 h before the reaction mixture was allowed to cool to rt. It was then poured into water (15 mL) and the water-phase was extracted with... Starting materials: C(C(C)C)I (isobutyl iodide), hexanes, [H-].[Na+] (sodium hydride), FC1=CC2=C(NC(CO2)=O)C=C1 (7-fluoro-2H-1,4-benzoxazin-3(4H)-one). The solvent is CN(C=O)C (N,N-dimethylformamide). Reaction conditions: time 10 minute. The product is FC1=CC2=C(N(C(CO2)=O)CC(C)C)C=C1 (7-fluoro-4-isobutyl-2H-1,4-benzoxazin-3(4H)-one). The yield is 64.7%. Reaction SMILES: [H-].[Na+].[F:3][C:4]1[CH:14]=[CH:13][C:7]2[NH:8][C:9](=[O:12])[CH2:10][O:11][C:6]=2[CH:5]=1.[CH2:15](I)[CH:16]([CH3:18])[CH3:17]>CN(C)C=O>[F:3][C:4]1[CH:14]=[CH:13][C:7]2[N:8]([CH2:15][CH:16]([CH3:18])[CH3:17])[C:9](=[O:12])[CH2:10][O:11][C:6]=2[CH:5]=1 |f:0.1|. Reported procedure: To 3.96 g (99 mmol) of hexanes washed 60% sodium hydride in 150 ml of N,N-dimethylformamide was added portionwise as a solid 15 g (90 mmol) of 7-fluoro-2H-1,4-benzoxazin-3(4H)-one. When the addition was complete the reaction was stirred at room temperature for 10 min, after which time 19.8 g (108 mmol) of isobutyl iodide was added. The reaction was then stirred overnight before quenching into 200 ml of water. The aqueous phase was extracted with EtOAc (2×150 ml) and the combined organics were dr... Starting materials: N1(CCCC1)CCN1N=CC2=CC(=CC=C12)N (1-(2-pyrrolidin-1-yl-ethyl)-1H-indazol-5-ylamine), CC(C(=O)C)=O (dimethyl glyoxal), C1CCOC1 (THF), [BH-](OC(=O)C)(OC(=O)C)OC(=O)C.[Na+] (NaBH(OAc)3), C1CCOC1 (THF), [BH-](OC(=O)C)(OC(=O)C)OC(=O)C.[Na+] (NaBH(OAc)3). Solvent: CC(C)(C)OC (MTBE). Reaction conditions: time 12 hour. Yields the product COC(CNC=1C=C2C=NN(C2=CC1)CCN1CCCC1)OC (N-(2,2-dimethoxyethyl)-1-(2-pyrrolidin-1-ylethyl)-1H-indazol-5-amine). RXN SMILES: [N:1]1([CH2:6][CH2:7][N:8]2[C:16]3[C:11](=[CH:12][C:13]([NH2:17])=[CH:14][CH:15]=3)[CH:10]=[N:9]2)[CH2:5][CH2:4][CH2:3][CH2:2]1.CC(=O)[C:20](C)=[O:21].[BH-](OC(C)=O)(OC(C)=O)OC(C)=O.[Na+].[CH2:38]1[CH2:42][O:41][CH2:40]C1>CC(OC)(C)C>[CH3:20][O:21][CH:42]([O:41][CH3:40])[CH2:38][NH:17][C:13]1[CH:12]=[C:11]2[C:16](=[CH:15][CH:14]=1)[N:8]([CH2:7][CH2:6][N:1]1[CH2:5][CH2:4][CH2:3][CH2:2]1)[N:9]=[CH:10]2 |f:2.3|. Procedure: To a solution of 1-(2-pyrrolidin-1-yl-ethyl)-1H-indazol-5-ylamine (1.14 g, 0.497 mmol) in 62 mL of dry THF was added 2.04 mL of dimethyl glyoxal in MTBE (45% glyoxal by weight). A slurry of NaBH(OAc)3 (1.66 g, 7.83 mmol) in THF (10 mL) was slowly added via addition funnel over 60 minutes, and the mixture stirred at room temperature. After 12 hours, an additional equivalent of NaBH(OAc)3 was added. After an additional 12 hours, the mixture was quenched with saturated. NaHCO3, filtered, and the so... The reactants are NC(CO)(C)C (2-amino-2-methyl-1-propanol), C(C)(=O)O (acetic acid), COC1=CC=C(C=O)C=C1 (4-methoxy benzaldehyde), C(C)(=O)O[BH-](OC(C)=O)OC(C)=O.[Na+] (sodium triacetoxyborohydride). The solvent is ClCCCl (1,2-dichloroethane). Run at time 10 minute. Product: COC1=CC=C(CNC(CO)(C)C)C=C1 (2-(4-Methoxybenzylamino)-2-methylpropan-1-ol). The yield is 60.7%. As a reaction SMILES: [NH2:1][C:2]([CH3:6])([CH3:5])[CH2:3][OH:4].C(O)(=O)C.[CH3:11][O:12][C:13]1[CH:20]=[CH:19][C:16]([CH:17]=O)=[CH:15][CH:14]=1.C(O[BH-](OC(=O)C)OC(=O)C)(=O)C.[Na+]>ClCCCl>[CH3:11][O:12][C:13]1[CH:20]=[CH:19][C:16]([CH2:17][NH:1][C:2]([CH3:6])([CH3:5])[CH2:3][OH:4])=[CH:15][CH:14]=1 |f:3.4|. Reported procedure: To a solution of 2-amino-2-methyl-1-propanol (8.4, 94 mmol) in 1,2-dichloroethane (150 mL) and acetic acid (4.3 mL, 77 mmol) was added 4-methoxy benzaldehyde (11.5 mL, 94 mmol). After stirring for 10 min, sodium triacetoxyborohydride (49.9 g, 235.5 mmol) was added portion-wise over 20 min. The resulting mixture was stirred at 60° C. for 2 h then cooled to room temperature and quenched with saturated NaHCO3. The aqueous layer was washed with dichloromethane and made basic by the addition of 10N N... Reactants: COC(CO)COC(c1ccccc1)(c1ccccc1)c1ccccc1, CN(C)C=O, [Na+], [Na+], O=C([O-])[O-], O=c1cc[nH]c(=O)[nH]1. Yields the product COC(COC(c1ccccc1)(c1ccccc1)c1ccccc1)Cn1ccc(=O)[nH]c1=O. As a reaction SMILES: [C:9]([c:10]1[cH:11][cH:12][cH:13][cH:14][cH:15]1)([c:16]1[cH:17][cH:18][cH:19][cH:20][cH:21]1)([c:22]1[cH:23][cH:24][cH:25][cH:26][cH:27]1)[O:28][CH2:29][CH:30]([CH2:31][OH:32])[O:33][CH3:34].[CH3:41][N:42]([CH3:43])[CH:44]=[O:45].[Na+:35].[Na+:36].[O-:37][C:38](=[O:39])[O-:40].[nH:1]1[c:2](=[O:3])[nH:4][c:5](=[O:6])[cH:7][cH:8]1>>[n:1]1([CH2:31][CH:30]([CH2:29][O:28][C:9]([c:10]2[cH:11][cH:12][cH:13][cH:14][cH:15]2)([c:16]2[cH:17][cH:18][cH:19][cH:20][cH:21]2)[c:22]2[cH:23][cH:24][cH:25][cH:26][cH:27]2)[O:33][CH3:34])[c:2](=[O:3])[nH:4][c:5](=[O:6])[cH:7][cH:8]1. The reactants are N(=[N+]=[N-])CC1=CC(=NC=C1)C(=O)OC (methyl 4-(azidomethyl)picolinate). Reagents/catalysts: [Pd] (Pd/C). The solvent is CO (methanol). Conditions: time 2 hour. Product: NCC1=CC(=NC=C1)C(=O)OC (methyl 4-(aminomethyl)picolinate). The yield is 66.4%. RXN SMILES: [N:1]([CH2:4][C:5]1[CH:10]=[CH:9][N:8]=[C:7]([C:11]([O:13][CH3:14])=[O:12])[CH:6]=1)=[N+]=[N-]>CO.[Pd]>[NH2:1][CH2:4][C:5]1[CH:10]=[CH:9][N:8]=[C:7]([C:11]([O:13][CH3:14])=[O:12])[CH:6]=1. Procedure details: To a solution of methyl 4-(azidomethyl)picolinate (280 mg, 1.36 mmol) in methanol (20 mL) was added 10% Pd/C (50 mg). The mixture was stirred under 35 psi H2 for 2 hours. The reaction mixture was filtered through Celite, concentrated, and purified via column chromatography to provide methyl 4-(aminomethyl)picolinate (150 mg). Starting materials: Cl (HCl), COC(=O)C1=NN(C2=CC(=CC=C12)NC1=C(C=CC=C1)C(=O)OC)C1OCCCC1 (6-(2-Methoxycarbonyl-phenylamino)-1-(tetrahydro-pyran-2-yl)-1H-indazole-3-carboxylic acid methyl ester), [OH-].[Na+] (sodium hydroxide). The solvent is CCOC(=O)C (EtOAc), O (water), CO (methanol), O1CCCC1 (tetrahydrofuran), O (water). Reaction conditions: time 3 hour. Product: COC(=O)C1=C(C=CC=C1)NC1=CC=C2C(=NN(C2=C1)C1OCCCC1)C(=O)O (6-(2-Methoxycarbonyl-phenylamino)-1-(tetrahydro-pyran-2-yl)-1H-indazole-3-carboxylic acid). Yield: 81.7%. As a reaction SMILES: C[O:2][C:3]([C:5]1[C:13]2[C:8](=[CH:9][C:10]([NH:14][C:15]3[CH:20]=[CH:19][CH:18]=[CH:17][C:16]=3[C:21]([O:23][CH3:24])=[O:22])=[CH:11][CH:12]=2)[N:7]([CH:25]2[CH2:30][CH2:29][CH2:28][CH2:27][O:26]2)[N:6]=1)=[O:4].[OH-].[Na+].Cl>CO.O1CCCC1.O.CCOC(C)=O>[CH3:24][O:23][C:21]([C:16]1[CH:17]=[CH:18][CH:19]=[CH:20][C:15]=1[NH:14][C:10]1[CH:9]=[C:8]2[C:13]([C:5]([C:3]([OH:4])=[O:2])=[N:6][N:7]2[CH:25]2[CH2:30][CH2:29][CH2:28][CH2:27][O:26]2)=[CH:12][CH:11]=1)=[O:22] |f:1.2|. Procedure details: To a solution of 6-(2-Methoxycarbonyl-phenylamino)-1-(tetrahydro-pyran-2-yl)-1H-indazole-3-carboxylic acid methyl ester (2.05 g, 5 mmol) in methanol (18 mL) and tetrahydrofuran (8 mL), was added a solution of sodium hydroxide (0.30 g, 7.5 mmol) in water (2.7 mL). The reaction was stirred at room temperature for 3 hours and was then neutralized with 1 N HCl to a pH of 1. The mixture was diluted with EtOAc (25 mL) and water (25 mL). After separating the layers, the aqueous layer was washed with CH...